From a dataset of the Open Reaction Database (ORD), a public repository of structured organic reaction records. describe an organic reaction: reactants, conditions, products, and yield The reactants are [N+](=O)([O-])C=1C=C2C=3C=C(N=CC3NC2=CC1)SC (6-nitro-3-methylthio-β-carboline), C(C)O (ethanol). The reagents and catalysts are [Pd] (palladium/carbon). The solvent is O1CCCC1 (tetrahydrofuran). Yields the product NC=1C=C2C=3C=C(N=CC3NC2=CC1)SC (6-amino-3-methylthio-β-carboline). As a reaction SMILES: [N+:1]([C:4]1[CH:5]=[C:6]2[C:14](=[CH:15][CH:16]=1)[NH:13][C:12]1[CH:11]=[N:10][C:9]([S:17][CH3:18])=[CH:8][C:7]2=1)([O-])=O.C(O)C>O1CCCC1.[Pd]>[NH2:1][C:4]1[CH:5]=[C:6]2[C:14](=[CH:15][CH:16]=1)[NH:13][C:12]1[CH:11]=[N:10][C:9]([S:17][CH3:18])=[CH:8][C:7]2=1. Procedure: 950 mg of 6-nitro-3-methylthio-β-carboline are hydrogenated in 80 ml of tetrahydrofuran and 80ml of ethanol with 200 mg of palladium/carbon (10%) for 7.5 hours at room temperature under normal hydrogen pressure. After filtration and concentration, the residue is chromatographed on silica gel with methylene chloride/acetone=1:1 as eluant. 600 mg of 6-amino-3-methylthio-β-carboline with a 202° C. melting point are obtained. The reactants are C1(=CC=C(C=C1)S(=O)(=O)O)C (p-toluenesulfonic acid), CC1(OCCO1)C1(CC1)C(O)C(C(C(C(F)(F)F)(F)F)(F)F)(F)F (1-(2-methyl-1,3-dioxolan-2-yl)-α-(1,1,2,2,3,3,4,4,4-nonafluorobutyl)cyclopropanemethanol), [Cl-].[Na+] (Sodium chloride). Run in C(Cl)Cl.CO (methylene chloride methanol). Run at time 2 hour. Product: OC(C(C(C(C(F)(F)F)(F)F)(F)F)(F)F)C1(CC1)C(C)=O (1-[1-(1-hydroxy-2,2,3,3,4,4,5,5,5-nonafluoropentyl)cyclopropyl]ethanone). The yield is 95.6%. RXN SMILES: [CH3:1][C:2]1([C:7]2([CH:10]([C:12]([F:24])([F:23])[C:13]([F:22])([F:21])[C:14]([F:20])([F:19])[C:15]([F:18])([F:17])[F:16])[OH:11])[CH2:9][CH2:8]2)OCC[O:3]1.C1(C)C=CC(S(O)(=O)=O)=CC=1.[Cl-].[Na+]>C(Cl)Cl.CO>[OH:11][CH:10]([C:7]1([C:2](=[O:3])[CH3:1])[CH2:9][CH2:8]1)[C:12]([F:23])([F:24])[C:13]([F:21])([F:22])[C:14]([F:20])([F:19])[C:15]([F:18])([F:17])[F:16] |f:2.3,4.5|. Procedure details: 3.2 g of 98 in 50 ml of methylene chloride/methanol 1:1 is dissolved, and 750 mg of p-toluenesulfonic acid is added. It is stirred under argon for 2 hours at room temperature. Sodium chloride solution is added, extracted with methylene chloride, the organic phase is washed with sodium bicarbonate solution and sodium chloride solution, dried on sodium sulfate and concentrated by evaporation. The residue is chromatographed on silica gel with ethyl acetate/hexane, whereby 2.7 g of 1-[1-(1-hydroxy-2... Starting materials: P(=O)(Cl)(Cl)Cl (phosphorus oxychloride), CN(C1=CC=CC=C1)C=O (N-methylformanilide), C(C)C1CC2=C(SC=C2)C1 (5-ethyl-4,5-dihydro-6H-cyclopenta[b]thiophene). The solvent is O (water), O (water). Conditions: temperature 30 celsius, time 6 hour. The product is C(C)C1CC2=C(SC(=C2)C=O)C1 (5-Ethyl-4,5-dihydro-6H-cyclopenta[b]thiophene-2-carboxaldehyde). Reaction SMILES: P(Cl)(Cl)(Cl)=O.CN([CH:14]=[O:15])C1C=CC=CC=1.[CH2:16]([CH:18]1[CH2:25][C:21]2[S:22][CH:23]=[CH:24][C:20]=2[CH2:19]1)[CH3:17]>O>[CH2:16]([CH:18]1[CH2:25][C:21]2[S:22][C:23]([CH:14]=[O:15])=[CH:24][C:20]=2[CH2:19]1)[CH3:17]. Procedure: 115 cm3 of phosphorus oxychloride and 155 cm3 of N-methylformanilide are stirred for 30 minutes at ambient temperature. 228 g of 5-ethyl-4,5-dihydro-6H-cyclopenta[b]thiophene, prepared as in Example 5, are added dropwise to this complex whilst the temperature is maintained at 30° C., if necessary by cooling with iced water. After the end of the addition, the reaction mixture is stirred for a further 6 hours at ambient temperature and is then poured carefully on to a mixture of water and ice. The... Reactants: O=C(CBr)c1ccc(F)c(C(F)(F)F)c1, C1CCOC1, [N-]=[N+]=[N-], [Na+], O, O, c1ccc(P(c2ccccc2)c2ccccc2)cc1, Cc1ccc(S(=O)(=O)O)cc1. Product: NCC(=O)c1ccc(F)c(C(F)(F)F)c1. RXN SMILES: [Br:1][CH2:2][C:3](=[O:4])[c:5]1[cH:6][c:7]([C:12]([F:13])([F:14])[F:15])[c:8]([F:11])[cH:9][cH:10]1.[CH2:52]1[O:53][CH2:54][CH2:55][CH2:56]1.[N-:17]=[N+:18]=[N-:19].[Na+:16].[OH2:39].[OH2:51].[c:20]1([P:21]([c:22]2[cH:23][cH:24][cH:25][cH:26][cH:27]2)[c:28]2[cH:29][cH:30][cH:31][cH:32][cH:33]2)[cH:34][cH:35][cH:36][cH:37][cH:38]1.[c:40]1([CH3:41])[cH:42][cH:43][c:44]([S:45]([OH:46])(=[O:47])=[O:48])[cH:49][cH:50]1>>[CH2:2]([C:3](=[O:4])[c:5]1[cH:6][c:7]([C:12]([F:13])([F:14])[F:15])[c:8]([F:11])[cH:9][cH:10]1)[NH2:17]. Starting materials: O (water), [H-].[Na+] (Sodium hydride), COC=1C=C2C(=NNC2=CC1)C(=O)O (5-methoxy-1H-indazole-3-carboxylic acid), C(C)(C)(C)C=1N=C(SC1)C=1OC2=C(C1)C=C(C=C2)CCl (4-tert-butyl-2-[5-(chloromethyl)benzofuran-2-yl]thiazole). Solvent: CN(C=O)C (N,N-dimethylformamide). Run at temperature 45 celsius, time 30 minute. Product: COC=1C=C2C(=NN(C2=CC1)CC=1C=CC2=C(C=C(O2)C=2SC=C(N2)C(C)(C)C)C1)C(=O)O (5-methoxy-1-{[2-(4-tert-butylthiazol-2-yl)benzofuran-5-yl]methyl}indazole-3-carboxylic acid). Yield: 89.4%. RXN SMILES: [H-].[Na+].[CH3:3][O:4][C:5]1[CH:6]=[C:7]2[C:11](=[CH:12][CH:13]=1)[NH:10][N:9]=[C:8]2[C:14]([OH:16])=[O:15].[C:17]([C:21]1[N:22]=[C:23]([C:26]2[O:27][C:28]3[CH:34]=[CH:33][C:32]([CH2:35]Cl)=[CH:31][C:29]=3[CH:30]=2)[S:24][CH:25]=1)([CH3:20])([CH3:19])[CH3:18].O>CN(C)C=O>[CH3:3][O:4][C:5]1[CH:6]=[C:7]2[C:11](=[CH:12][CH:13]=1)[N:10]([CH2:35][C:32]1[CH:33]=[CH:34][C:28]3[O:27][C:26]([C:23]4[S:24][CH:25]=[C:21]([C:17]([CH3:19])([CH3:18])[CH3:20])[N:22]=4)=[CH:30][C:29]=3[CH:31]=1)[N:9]=[C:8]2[C:14]([OH:16])=[O:15] |f:0.1|. Procedure: Sodium hydride (60% in mineral oil, 7.79 g) was added into a solution of 5-methoxy-1H-indazole-3-carboxylic acid (17.0 g) in N,N-dimethylformamide (400 ml) at room temperature under nitrogen atmosphere. After 30 minutes, 4-tert-butyl-2-[5-(chloromethyl)benzofuran-2-yl]thiazole (29.76 g) was added to the solution over 5 minutes. After being stirred continuously for 3 hours at 45° C., the reaction mixture was poured into water (2 l) and the reaction vessel was washed with water (200 ml). After com... Reaction conditions: time 3 hour. Yield: 91.0%. Yields the product CC1(CC1)C(=O)N1C=NC=C1 (1-(1-methylcyclopropylcarbonyl)-imidazole). Procedure: A solution of 1-methylcyclopropylcarbonyl chloride (11.8 g) in toluene (15 ml) was added dropwise to a solution of imidazole (13.6 g) in tetrahydrofuran (100 ml) whilst maintaining the temperature below 25° C. The mixture was stirred for 3 hours and filtered. The filtrate was evaporated to dryness to give 1-(1-methylcyclopropylcarbonyl)-imidazole (13.6 g) as a white solid, mp 34°-35° C. RXN SMILES: [CH3:1][C:2]1([C:5](Cl)=[O:6])[CH2:4][CH2:3]1.[NH:8]1[CH:12]=[CH:11][N:10]=[CH:9]1>C1(C)C=CC=CC=1.O1CCCC1>[CH3:1][C:2]1([C:5]([N:8]2[CH:12]=[CH:11][N:10]=[CH:9]2)=[O:6])[CH2:4][CH2:3]1. Reactants: CC1(CC1)C(=O)Cl (1-methylcyclopropylcarbonyl chloride), N1C=NC=C1 (imidazole). Run in C1(=CC=CC=C1)C (toluene), O1CCCC1 (tetrahydrofuran). Reactants: OC1=CC=C2CCN(CC2=C1)CC1CC1 (7-Hydroxy-N-cyclopropylmethyl-1,2,3,4-tetrahydroisoquinoline), C(C)N(C(=O)Cl)C (N-ethyl-N-methyl-carbamoyl chloride). Product: CN(C(=O)OC1=CC=C2CCN(CC2=C1)CC1CC1)CC (7-(N-Methyl-N-ethylcarbamoyloxy)-N-cyclopropylmethyl-1,2,3,4-tetrahydroisoquinoline). Isolated yield 50.0%. Reaction SMILES: [OH:1][C:2]1[CH:11]=[C:10]2[C:5]([CH2:6][CH2:7][N:8]([CH2:12][CH:13]3[CH2:15][CH2:14]3)[CH2:9]2)=[CH:4][CH:3]=1.[CH2:16]([N:18]([CH3:22])[C:19](Cl)=[O:20])[CH3:17]>>[CH3:22][N:18]([CH2:16][CH3:17])[C:19]([O:1][C:2]1[CH:11]=[C:10]2[C:5]([CH2:6][CH2:7][N:8]([CH2:12][CH:13]3[CH2:14][CH2:15]3)[CH2:9]2)=[CH:4][CH:3]=1)=[O:20]. Procedure details: 7-Hydroxy-N-cyclopropylmethyl-1,2,3,4-tetrahydroisoquinoline (9) was mixed homogeneously with N-ethyl-N-methyl-carbamoyl chloride (10a) and carried out step (f-2). Purified on a silica gel column (DCM/MeOH=10:1) gave cyclopropylmethyl- and N-Ethyl-N-methyl amino-containing 7-(N-Methyl-N-ethyl-carbamoyloxy)-N-cyclopropylmethyl-1,2,3,4-tetrahydroisoquinoline (12a) (Yield 50%). 1H NMR (300 MHz, CDCl3) (NMR, Varian Gemini): δ 7.06 (d, J=8 Hz, 1H, Aryl H); 6.84 (s, 1H, Aryl H); 6.81 (s, 1H, Aryl H): ...